From a dataset of the Open Reaction Database (ORD), a public repository of structured organic reaction records. describe an organic reaction: reactants, conditions, products, and yield Starting materials: C1(=CC=CC=C1)C(C1=CC=CC=C1)=NC=1C=C(C=NC1)OC=1N=C(C(=NC1CC)C(=O)N)NC1=CC=C(C=C1)N1CCN(CC1)C (5-({5-[(diphenylmethylene)amino]pyridin-3-yl}oxy)-6-ethyl-3-{[4-(4-methylpiperazin-1-yl)phenyl]amino}pyrazine-2-carboxamide), Cl (hydrochloric acid). Solvent: O1CCCC1 (tetrahydrofuran). Reaction conditions: time 3 hour. Product: NC=1C=C(C=NC1)OC=1N=C(C(=NC1CC)C(=O)N)NC1=CC=C(C=C1)N1CCN(CC1)C (5-[(5-aminopyridin-3-yl)oxy]-6-ethyl-3-{[4-(4-methylpiperazin-1-yl)phenyl]amino}pyrazine-2-carboxamide). The yield is 54.6%. Reaction SMILES: C1(C(=[N:14][C:15]2[CH:16]=[C:17]([O:21][C:22]3[N:23]=[C:24]([NH:33][C:34]4[CH:39]=[CH:38][C:37]([N:40]5[CH2:45][CH2:44][N:43]([CH3:46])[CH2:42][CH2:41]5)=[CH:36][CH:35]=4)[C:25]([C:30]([NH2:32])=[O:31])=[N:26][C:27]=3[CH2:28][CH3:29])[CH:18]=[N:19][CH:20]=2)C2C=CC=CC=2)C=CC=CC=1.Cl>O1CCCC1>[NH2:14][C:15]1[CH:16]=[C:17]([O:21][C:22]2[N:23]=[C:24]([NH:33][C:34]3[CH:35]=[CH:36][C:37]([N:40]4[CH2:45][CH2:44][N:43]([CH3:46])[CH2:42][CH2:41]4)=[CH:38][CH:39]=3)[C:25]([C:30]([NH2:32])=[O:31])=[N:26][C:27]=2[CH2:28][CH3:29])[CH:18]=[N:19][CH:20]=1. Procedure details: To a mixture of 5-({5-[(diphenylmethylene)amino]pyridin-3-yl}oxy)-6-ethyl-3-{[4-(4-methylpiperazin-1-yl)phenyl]amino}pyrazine-2-carboxamide (130 mg) and tetrahydrofuran (2.17 mL) was added 1 M hydrochloric acid (0.26 mL), followed by stirring at room temperature for 3 hours. To the residue obtained by evaporating the solvent was added ethyl acetate, followed by extraction with water. The aqueous phase was neutralized with a 1 M aqueous sodium hydroxide solution and extracted by the addition of a...